From a dataset of the Open Reaction Database (ORD), a public repository of structured organic reaction records. describe an organic reaction: reactants, conditions, products, and yield Starting materials: CC(C)(C)[Si](C)(C)OCCn1ccc(NC(=O)C(CC2CCCC2)c2ccc(S(C)(=O)=O)cc2)n1, ClCCl, CCO, CCOC(C)=O, Cl. Yields the product CS(=O)(=O)c1ccc(C(CC2CCCC2)C(=O)Nc2ccn(CCO)n2)cc1. Reaction SMILES: [C:1]([Si:2]([CH3:3])([CH3:4])[O:6][CH2:7][CH2:8][n:9]1[n:10][c:11]([NH:14][C:15]([CH:16]([CH2:17][CH:18]2[CH2:19][CH2:20][CH2:21][CH2:22]2)[c:23]2[cH:24][cH:25][c:26]([S:29](=[O:30])(=[O:31])[CH3:32])[cH:27][cH:28]2)=[O:33])[cH:12][cH:13]1)([CH3:5])([CH3:34])[CH3:35].[CH2:46]([Cl:47])[Cl:48].[CH3:37][CH2:38][OH:39].[CH3:40][CH2:41][O:42][C:43](=[O:44])[CH3:45].[ClH:36]>>[OH:6][CH2:7][CH2:8][n:9]1[n:10][c:11]([NH:14][C:15]([CH:16]([CH2:17][CH:18]2[CH2:19][CH2:20][CH2:21][CH2:22]2)[c:23]2[cH:24][cH:25][c:26]([S:29](=[O:30])(=[O:31])[CH3:32])[cH:27][cH:28]2)=[O:33])[cH:12][cH:13]1. Starting materials: CCOC(=O)c1ccc2c(C(=O)NCc3ccc(F)cc3)c(C(C)C)n(Cc3ccccn3)c2c1, CCO, [Na+], [OH-], O. The product is CC(C)c1c(C(=O)NCc2ccc(F)cc2)c2ccc(C(=O)O)cc2n1Cc1ccccn1. As a reaction SMILES: [CH2:1]([CH3:2])[O:3][C:4](=[O:5])[c:6]1[cH:7][cH:8][c:9]2[c:10]([C:25]([NH:26][CH2:27][c:28]3[cH:29][cH:30][c:31]([F:34])[cH:32][cH:33]3)=[O:35])[c:11]([CH:22]([CH3:23])[CH3:24])[n:12]([CH2:15][c:16]3[n:17][cH:18][cH:19][cH:20][cH:21]3)[c:13]2[cH:14]1.[CH3:39][CH2:40][OH:41].[Na+:37].[OH-:36].[OH2:38]>>[O:3]=[C:4]([OH:5])[c:6]1[cH:7][cH:8][c:9]2[c:10]([C:25]([NH:26][CH2:27][c:28]3[cH:29][cH:30][c:31]([F:34])[cH:32][cH:33]3)=[O:35])[c:11]([CH:22]([CH3:23])[CH3:24])[n:12]([CH2:15][c:16]3[n:17][cH:18][cH:19][cH:20][cH:21]3)[c:13]2[cH:14]1. Starting materials: COC(CC1=CC=C(C(=O)O)C=C1)=O (4-(2-methoxy-2-oxoethyl)benzoic acid), stainless steel, CC(C)=C (isobutylene), S(O)(O)(=O)=O (sulfuric acid). The solvent is C(Cl)Cl (methylene chloride). Yields the product COC(CC1=CC=C(C(=O)OC(C)(C)C)C=C1)=O (tert-butyl 4-(2-methoxy-2-oxoethyl)benzoate). RXN SMILES: [CH3:1][O:2][C:3](=[O:14])[CH2:4][C:5]1[CH:13]=[CH:12][C:8]([C:9]([OH:11])=[O:10])=[CH:7][CH:6]=1.[CH3:15][C:16](=[CH2:18])[CH3:17].S(=O)(=O)(O)O>C(Cl)Cl>[CH3:1][O:2][C:3](=[O:14])[CH2:4][C:5]1[CH:13]=[CH:12][C:8]([C:9]([O:11][C:16]([CH3:18])([CH3:17])[CH3:15])=[O:10])=[CH:7][CH:6]=1. Procedure details: To a solution of 4-(2-methoxy-2-oxoethyl)benzoic acid (0.87 g, 4.48 mmol) in methylene chloride (5 mL) was condensed isobutylene (approximately 20 mL) at −78° C. The solution was treated with 0.5 mL concentrated sulfuric acid and the solution was sealed in a stainless steel bomb and allowed to warm to ambient temperature for 6 hours. The solution was recooled to −78° C. and opened. The reaction was partitioned between 0.1M sodium hydroxide solution and diethyl ether. The organics were dried over...